Dataset: the Open Reaction Database (ORD), a public repository of structured organic reaction records. Task: describe an organic reaction: reactants, conditions, products, and yield Reactants: C1(=CC=C(C=C1)S(=O)(=O)Cl)C (p-Toluenesulphonyl chloride), ClCCCCCCCCO (8-chloro-1-octanol). Run in N1=CC=CC=C1 (pyridine). The product is C1(=CC=C(C=C1)S(=O)(=O)OCCCCCCCCCl)C (1-(p-Toluenesulphonyloxy)-8-chlorooctane). As a reaction SMILES: [C:1]1([CH3:11])[CH:6]=[CH:5][C:4]([S:7](Cl)(=[O:9])=[O:8])=[CH:3][CH:2]=1.[Cl:12][CH2:13][CH2:14][CH2:15][CH2:16][CH2:17][CH2:18][CH2:19][CH2:20][OH:21]>N1C=CC=CC=1>[C:1]1([CH3:11])[CH:6]=[CH:5][C:4]([S:7]([O:21][CH2:20][CH2:19][CH2:18][CH2:17][CH2:16][CH2:15][CH2:14][CH2:13][Cl:12])(=[O:9])=[O:8])=[CH:3][CH:2]=1. Procedure details: p-Toluenesulphonyl chloride (20.5 g) was added to a mixture of 8-chloro-1-octanol (17.7 g) and pyridine (50 ml) of 0°. After a hour the solution was added to ice and the mixture was extracted with ether. The ethereal solution was washed with dilute hydrochloric acid, dried with magnesium sulfate, and evaporated to yield the title compound as an oil. The reactants are Nc1cnc(Br)cc1-c1cc(-c2ccc(CN3CCCCC3)cc2)cnc1F, C1COCCO1, C#C[Si](C)(C)C, CO, CCN(C(C)C)C(C)C, ClCCl, [Cu]I, c1ccc(P(c2ccccc2)(c2ccccc2)[Pd](P(c2ccccc2)(c2ccccc2)c2ccccc2)(P(c2ccccc2)(c2ccccc2)c2ccccc2)P(c2ccccc2)(c2ccccc2)c2ccccc2)cc1. Product: C[Si](C)(C)C#Cc1cc(-c2cc(-c3ccc(CN4CCCCC4)cc3)cnc2F)c(N)cn1. Reaction SMILES: [Br:1][c:2]1[cH:3][c:4](-[c:9]2[c:10]([F:28])[n:11][cH:12][c:13](-[c:15]3[cH:16][cH:17][c:18]([CH2:21][N:22]4[CH2:23][CH2:24][CH2:25][CH2:26][CH2:27]4)[cH:19][cH:20]3)[cH:14]2)[c:5]([NH2:8])[cH:6][n:7]1.[CH2:44]1[O:45][CH2:46][CH2:47][O:48][CH2:49]1.[CH3:38][Si:39]([CH3:40])([CH3:41])[C:42]#[CH:43].[CH3:53][OH:54].[CH:29]([N:30]([CH2:31][CH3:32])[CH:33]([CH3:34])[CH3:35])([CH3:36])[CH3:37].[Cl:50][CH2:51][Cl:52].[Cu:55][I:56].[cH:57]1[cH:58][cH:59][c:60]([P:61]([Pd:62]([P:63]([c:64]2[cH:65][cH:66][cH:67][cH:68][cH:69]2)([c:70]2[cH:71][cH:72][cH:73][cH:74][cH:75]2)[c:76]2[cH:77][cH:78][cH:79][cH:80][cH:81]2)([P:82]([c:83]2[cH:84][cH:85][cH:86][cH:87][cH:88]2)([c:89]2[cH:90][cH:91][cH:92][cH:93][cH:94]2)[c:95]2[cH:96][cH:97][cH:98][cH:99][cH:100]2)[P:101]([c:102]2[cH:103][cH:104][cH:105][cH:106][cH:107]2)([c:108]2[cH:109][cH:110][cH:111][cH:112][cH:113]2)[c:114]2[cH:115][cH:116][cH:117][cH:118][cH:119]2)([c:120]2[cH:121][cH:122][cH:123][cH:124][cH:125]2)[c:126]2[cH:127][cH:128][cH:129][cH:130][cH:131]2)[cH:132][cH:133]1>>[c:2]1([C:43]#[C:42][Si:39]([CH3:38])([CH3:40])[CH3:41])[cH:3][c:4](-[c:9]2[c:10]([F:28])[n:11][cH:12][c:13](-[c:15]3[cH:16][cH:17][c:18]([CH2:21][N:22]4[CH2:23][CH2:24][CH2:25][CH2:26][CH2:27]4)[cH:19][cH:20]3)[cH:14]2)[c:5]([NH2:8])[cH:6][n:7]1. Reactants: FC(C[C@@]1(C=C[C@H](C1)N1C(=CC=C1C)C)C(=O)OC)F (methyl (1S,4S)-1-(2,2-difluoroethyl)-4-(2,5-dimethyl-1H-pyrrol-1-yl)cyclopent-2-ene-1-carboxylate), [OH-].[Na+] (NaOH). Run in CO (methanol). Reaction conditions: time 22 hour. Yields the product FC(CC1(C=CC(C1)N1C(=CC=C1C)C)C(=O)O)F (2,2-difluoroethyl-4-(2,5-dimethyl-1H-pyrrol-1-yl)cyclopent-2-ene-1-carboxylic acid). Isolated yield 92.0%. RXN SMILES: [F:1][CH:2]([F:20])[CH2:3][C@@:4]1([C:16]([O:18]C)=[O:17])[CH2:8][C@H:7]([N:9]2[C:13]([CH3:14])=[CH:12][CH:11]=[C:10]2[CH3:15])[CH:6]=[CH:5]1.[OH-].[Na+]>CO>[F:20][CH:2]([F:1])[CH2:3][C:4]1([C:16]([OH:18])=[O:17])[CH2:8][CH:7]([N:9]2[C:10]([CH3:15])=[CH:11][CH:12]=[C:13]2[CH3:14])[CH:6]=[CH:5]1 |f:1.2|. Procedure: A solution of methyl (1S,4S)-1-(2,2-difluoroethyl)-4-(2,5-dimethyl-1H-pyrrol-1-yl)cyclopent-2-ene-1-carboxylate (7.54 g, 26.6 mmol) in methanol (60 ml) was treated with 2.5 N NaOH (15 ml, 37.5 mmol) and stirred at room temperature for 22 hours. The methanol was removed under reduced pressure and the residue partitioned between diethyl ether and water. The layers were separated and the aqueous was acidified with 4 N HCl, extracted with ethyl acetate, washed with brine, dried over MgSO4, and conce... Starting materials: ClC=1C=CC=2N=CN=C(C2N1)OC1CCOCC1 (6-chloro-4-(tetrahydro-2H-pyran-4-yloxy)pyrido[3,2-d]pyrimidine), ClC=1C=CC=2N=CN=C(C2N1)OC1CCOCC1 (6-chloro-4-(tetrahydro-2H-pyran-4-yloxy)pyrido[3,2-d]pyrimidine), COC1=CC=C(C=N1)N (6-methoxypyridin-3-amine), C(C)(=O)[O-].[Na+] (sodium acetate). The solvent is solvent, CCOC(=O)C (EtOAc). Product: ClC=1C=CC=2N=CN=C(C2N1)NC=1C=NC(=CC1)OC (6-chloro-N-(6-methoxypyridin-3-yl)pyrido[3,2-d]pyrimidin-4-amine). The yield is 59.1%. RXN SMILES: [Cl:1][C:2]1[CH:3]=[CH:4][C:5]2[N:6]=[CH:7][N:8]=[C:9](OC3CCOCC3)[C:10]=2[N:11]=1.[CH3:19][O:20][C:21]1[N:26]=[CH:25][C:24]([NH2:27])=[CH:23][CH:22]=1.C([O-])(=O)C.[Na+]>CCOC(C)=O>[Cl:1][C:2]1[CH:3]=[CH:4][C:5]2[N:6]=[CH:7][N:8]=[C:9]([NH:27][C:24]3[CH:25]=[N:26][C:21]([O:20][CH3:19])=[CH:22][CH:23]=3)[C:10]=2[N:11]=1 |f:2.3|. Reported procedure: A mixture of 4,6-dichloropyrido[3,2-d]pyrimidine (Intermediate 1, step D) (0.100 g, 0.500 mmol), 6-methoxypyridin-3-amine (0.155 g, 1.250 mmol) and sodium acetate (0.123 g, 1.50 mmol) in 5 ml of solvent (THF:H2O=1:1) was refluxed for 1 hour. The reaction mixture was diluted with EtOAc. The organics were washed with brine, dried over Na2SO4, filtered and concentrated. The crude was purified by column chromatography on SiO2 (Hex:EtOAc=1:1) to get 6-chloro-N-(6-methoxypyridin-3-yl)pyrido[3,2-d]pyri... Reactants: CC(C)(C)O, CC1(C)CC(O)(C#N)CC(C)(C)N1, CC(=O)O, O=S(=O)(O)O. Yields the product CC(C)(C)NC(=O)C1(O)CC(C)(C)NC(C)(C)C1. RXN SMILES: [C:14]([CH3:15])([CH3:16])([CH3:17])[OH:18].[CH3:1][C:2]1([CH3:13])[NH:3][C:4]([CH3:11])([CH3:12])[CH2:5][C:6]([C:8]#[N:9])([OH:10])[CH2:7]1.[CH3:24][C:25](=[O:26])[OH:27].[S:19]([OH:20])(=[O:21])(=[O:22])[OH:23]>>[CH3:1][C:2]1([CH3:13])[NH:3][C:4]([CH3:11])([CH3:12])[CH2:5][C:6]([C:8]([NH:9][C:14]([CH3:15])([CH3:16])[CH3:17])=[O:20])([OH:10])[CH2:7]1.